This data is from the Open Reaction Database (ORD), a public repository of structured organic reaction records. The task is: describe an organic reaction: reactants, conditions, products, and yield Yields the product C(C)(C)(C)N1C=C(C2=C1N=CN=C2)C(=O)C=2C=C(C=NC2)N(C(CC2=NC=C(C=C2)Cl)=O)C (N-[5-(7-tert-Butyl-7H-pyrrolo[2,3-d]pyrimidine-5-carbonyl)-pyridin-3-yl]-2-(5-chloro-pyridin-2-yl)-N-methyl-acetamide). Starting materials: C(C)(C)(C)N1C=C(C2=C1N=CN=C2)C(=O)C=2C=NC=C(C2)NC ((7-tert-butyl-7H-pyrrolo[2,3-d]pyrimidin-5-yl)-(5-methylamino-pyridin-3-yl)-methanone), ClC=1C=CC(=NC1)CC(=O)O ((5-chloro-pyridin-2-yl)-acetic acid). Procedure: The title compound was prepared according to the method described for Example 1 using (7-tert-butyl-7H-pyrrolo[2,3-d]pyrimidin-5-yl)-(5-methylamino-pyridin-3-yl)-methanone (Preparation 187) and (5-chloro-pyridin-2-yl)-acetic acid (see Preparation 90) to afford the title compound as off white solid in 21% yield, 25 mg. 1H NMR (400 MHz, DMSO-D6) δ: 1.78 (s, 9H), 3.32 (s, 3H), 3.77 (brs, 2H), 7.26 (br, 1H), 7.83 (br, 1H), 8.21 (s, 1H), 8.32 (s, 1H), 8.48 (s, 1H), 8.85 (s, 1H), 8.97 (s, 1H), 9.02 (s... Reaction SMILES: [C:1]([N:5]1[C:9]2[N:10]=[CH:11][N:12]=[CH:13][C:8]=2[C:7]([C:14]([C:16]2[CH:17]=[N:18][CH:19]=[C:20]([NH:22][CH3:23])[CH:21]=2)=[O:15])=[CH:6]1)([CH3:4])([CH3:3])[CH3:2].[Cl:24][C:25]1[CH:26]=[CH:27][C:28]([CH2:31][C:32]([OH:34])=O)=[N:29][CH:30]=1>>[C:1]([N:5]1[C:9]2[N:10]=[CH:11][N:12]=[CH:13][C:8]=2[C:7]([C:14]([C:16]2[CH:21]=[C:20]([N:22]([CH3:23])[C:32](=[O:34])[CH2:31][C:28]3[CH:27]=[CH:26][C:25]([Cl:24])=[CH:30][N:29]=3)[CH:19]=[N:18][CH:17]=2)=[O:15])=[CH:6]1)([CH3:4])([CH3:3])[CH3:2]. The reactants are ClCC(=O)C1=CC(=C(C=C1)Cl)S(N)(=O)=O (2,4'-dichloro-3'-sulfamoylacetophenone), C(CCC)NC(=S)NCCCC (1,3-di-n-butylthiourea). The product is Cl.C(CCC)N1C(SCC1(O)C1=CC(=C(C=C1)Cl)S(N)(=O)=O)=NCCCC (3-n-Butyl-2-n-butylimino-4-(4-chloro-3-sulfamoylphenyl)-1,3-thiazolidine-4-ol-hydrochloride). Reaction SMILES: [Cl:1][CH2:2][C:3]([C:5]1[CH:10]=[CH:9][C:8]([Cl:11])=[C:7]([S:12](=[O:15])(=[O:14])[NH2:13])[CH:6]=1)=[O:4].[CH2:16]([NH:20][C:21]([NH:23][CH2:24][CH2:25][CH2:26][CH3:27])=[S:22])[CH2:17][CH2:18][CH3:19]>>[ClH:1].[CH2:24]([N:23]1[C:3]([C:5]2[CH:10]=[CH:9][C:8]([Cl:11])=[C:7]([S:12](=[O:15])(=[O:14])[NH2:13])[CH:6]=2)([OH:4])[CH2:2][S:22][C:21]1=[N:20][CH2:16][CH2:17][CH2:18][CH3:19])[CH2:25][CH2:26][CH3:27] |f:2.3|. Procedure: 5.2 g of 2,4'-dichloro-3'-sulfamoylacetophenone were reacted with 3.8 g of 1,3-di-n-butylthiourea according to the prescription given in Example 12 and the end product was precipitated with diisopropyl ether. Starting materials: BrBr (Br2), C(C)(=O)C1(CC2=CC=C(C=C2C1)F)CC (2-acetyl-2-ethyl-5-fluoroindan). Solvent: CO (methanol), CO (methanol). Run at time 2 hour. The product is BrCC(=O)C1(CC2=CC=C(C=C2C1)F)CC (2-bromo-1-(2-ethyl-5-fluoro-indan-2-yl)-ethanone). Yield: 69.0%. Reaction SMILES: [C:1]([C:4]1([CH2:14][CH3:15])[CH2:12][C:11]2[C:6](=[CH:7][CH:8]=[C:9]([F:13])[CH:10]=2)[CH2:5]1)(=[O:3])[CH3:2].[Br:16]Br>CO>[Br:16][CH2:2][C:1]([C:4]1([CH2:14][CH3:15])[CH2:12][C:11]2[C:6](=[CH:7][CH:8]=[C:9]([F:13])[CH:10]=2)[CH2:5]1)=[O:3]. Reported procedure: 3.8 g of 2-acetyl-2-ethyl-5-fluoroindan and 35 ml of methanol were placed into a round-bottomed flask equipped with a thermometer, a mechanical stirrer and a dropping funnel. The reaction mixture was cooled in a cooling bath while stirring to a temperature between −5° C. and −8° C. and 0.7 ml of a Br2-solution in a small amount of methanol was added dropwise. The cooling bath was removed and the reaction mixture was stirred at room temperature for 2 hours. The reaction mixture was cooled to a te... The reactants are FC(C=1C=C(NC=2SC=C(N2)C=O)C=CC1)(F)F (2-(m-trifluoromethylanilino)thiazole-4-carbaldehyde), N (ammonia), S1C(=S)N(C(=O)C1)CC(=O)O (rhodanine-3-acetic acid), [Cl-].[NH4+] (ammonium chloride). Solvent: C(C)O (ethanol). Yields the product FC(C=1C=C(NC=2SC=C(N2)C=C2C(N(C(S2)=S)CC(=O)O)=O)C=CC1)(F)F (5-[2-(m-trifluoromethylanilino)thiazol-4-ylmethylene]rhodanine-3-acetic acid). Reaction SMILES: [F:1][C:2]([F:18])([F:17])[C:3]1[CH:4]=[C:5]([CH:14]=[CH:15][CH:16]=1)[NH:6][C:7]1[S:8][CH:9]=[C:10]([CH:12]=O)[N:11]=1.[S:19]1[CH2:25][C:23](=[O:24])[N:22]([CH2:26][C:27]([OH:29])=[O:28])[C:20]1=[S:21].[Cl-].[NH4+].N>C(O)C>[F:1][C:2]([F:18])([F:17])[C:3]1[CH:4]=[C:5]([CH:14]=[CH:15][CH:16]=1)[NH:6][C:7]1[S:8][CH:9]=[C:10]([CH:12]=[C:25]2[S:19][C:20](=[S:21])[N:22]([CH2:26][C:27]([OH:29])=[O:28])[C:23]2=[O:24])[N:11]=1 |f:2.3|. Reported procedure: The reaction described in Example 1 was repeated, but using 1 g of 2-(m-trifluoromethylanilino)thiazole-4-carbaldehyde, 0.7 g of rhodanine-3-acetic acid, 0.5 g of ammonium chloride, 0.5 ml of 28% v/v aqueous ammonia, and 10 ml of ethanol, giving the title compound as yellowish-orange prisms.